This data is from the Open Reaction Database (ORD), a public repository of structured organic reaction records. The task is: describe an organic reaction: reactants, conditions, products, and yield Starting materials: [O-]CC.[Na+] (sodium ethoxide), C(C)OC(CC(CCC(C)C)NCC1=CC=C(C=C1)F)=O (3-(4-fluoro-benzylamino)-6-methyl-heptanoic acid ethyl ester), CS(=O)(=O)NC1=CC2=C(NC(=NS2(=O)=O)CC(=O)O)C=C1 ((7-methanesulfonylamino-1,1-dioxo-1,4-dihydro-1λ6-benzo[1,2,4]thiadiazin-3-yl)-acetic acid), Cl.CN(CCCN=C=NCC)C (1-(3-dimethylaminopropyl)-3-ethylcarbodiimide hydrochloride), CN1CCOCC1 (N-methyl morpholine). The solvent is CN(C=O)C (N,N-dimethyformamide). Conditions: temperature 50 celsius, time 18 hour. The product is FC1=CC=C(CN2C(C(=C(CC2CCC(C)C)O)C=2NS(C3=C(N2)C=CC(=C3)NS(=O)(=O)C)(=O)=O)=O)C=C1 (N-{3-[1-(4-fluoro-benzyl)-4-hydroxy-6-(3-methyl-butyl)-2-oxo-1,2,5,6-tetrahydro-pyridin-3-yl]-1,1-dioxo-1,2-dihydro-1λ6-benzo[1,2,4]thiadiazin-7-yl}-methanesulfonamide). Yield: 35.8%. Reaction SMILES: C(O[C:4](=[O:21])[CH2:5][CH:6]([NH:12][CH2:13][C:14]1[CH:19]=[CH:18][C:17]([F:20])=[CH:16][CH:15]=1)[CH2:7][CH2:8][CH:9]([CH3:11])[CH3:10])C.[CH3:22][S:23]([NH:26][C:27]1[CH:42]=[CH:41][C:30]2[NH:31][C:32]([CH2:37][C:38](O)=[O:39])=[N:33][S:34](=[O:36])(=[O:35])[C:29]=2[CH:28]=1)(=[O:25])=[O:24].Cl.CN(C)CCCN=C=NCC.CN1CCOCC1.[O-]CC.[Na+]>CN(C)C=O>[F:20][C:17]1[CH:16]=[CH:15][C:14]([CH2:13][N:12]2[CH:6]([CH2:7][CH2:8][CH:9]([CH3:10])[CH3:11])[CH2:5][C:4]([OH:21])=[C:37]([C:32]3[NH:33][S:34](=[O:35])(=[O:36])[C:29]4[CH:28]=[C:27]([NH:26][S:23]([CH3:22])(=[O:25])=[O:24])[CH:42]=[CH:41][C:30]=4[N:31]=3)[C:38]2=[O:39])=[CH:19][CH:18]=1 |f:2.3,5.6|. Reported procedure: A solution of 3-(4-fluoro-benzylamino)-6-methyl-heptanoic acid ethyl ester (93 mg, 0.315 mmol), (7-methanesulfonylamino-1,1-dioxo-1,4-dihydro-1λ6-benzo[1,2,4]thiadiazin-3-yl)-acetic acid (105 mg, 0.315 mmol), and 1-(3-dimethylaminopropyl)-3-ethylcarbodiimide hydrochloride (73 mg, 0.378 mmol) in anhydrous N,N-dimethyformamide (4 mL) was treated with N-methyl morpholine (0.083 mL, 0.756 mmol). The reaction was stirred under a nitrogen environment at 50° C. for 18 h, quenched with a 6.0 M aqueous h...